Dataset: the Open Reaction Database (ORD), a public repository of structured organic reaction records. Task: describe an organic reaction: reactants, conditions, products, and yield Reactants: alcohols, O (water), C([O-])(O)=O.[Na+] (sodium bicarbonate), C1(=CC=C(C=C1)S(=O)(=O)O)C (p-toluene sulfonic acid), C1(=CC=CC=C1)C (toluene). RXN SMILES: [C:1]1([CH3:11])[CH:6]=[CH:5][C:4](S(O)(=O)=O)=[CH:3][CH:2]=1.C(=O)(O)[O-].[Na+].O.[C:18]1(C)[CH:23]=[CH:22][CH:21]=[CH:20][CH:19]=1>>[CH:1]([C:2]1[CH2:11][C:1]2[C:6]([CH:3]=1)=[C:5]([C:18]1[CH:19]=[CH:20][CH:21]=[CH:22][CH:23]=1)[CH:4]=[CH:3][CH:2]=2)([CH3:11])[CH3:6] |f:1.2|. Procedure details: The crude mix of isomeric alcohols was dissolved in toluene (150 ml) to which p-toluene sulfonic acid (0.5 g) was added. The solution was refluxed in a flask equipped with a Dean-Stark trap for 1.5 h then cooled. Solid sodium bicarbonate was added and the mixture was stored overnight in a refrigerator. The next morning water (100 ml) was added and the organic layer was separated, dried over Na2SO4, and stripped under reduced pressure. The product, 2-isopropyl-4-phenylindene (10.4 g) was obtained... Product: C(C)(C)C=1CC2=CC=CC(=C2C1)C1=CC=CC=C1 (2-isopropyl-4-phenylindene). Run at time 8 hour.